Dataset: the Open Reaction Database (ORD), a public repository of structured organic reaction records. Task: describe an organic reaction: reactants, conditions, products, and yield Reactants: [H-].[Na+] (sodium hydride), C(C(C)(C)C)(=O)OCCl (chloromethyl pivalate), [H-].[Na+] (Sodium hydride), COC=1C=C(C=2C(=NC=NC2C1)O)O (7-methoxyquinazoline-4,5-diol), C(C(C)(C)C)(=O)OCCl (Chloromethyl pivalate). Solvent: CN(C=O)C (dimethylformamide). Reaction conditions: time 18 hour. Product: C(C(C)(C)C)(=O)OCN1C=NC2=CC(=CC(=C2C1=O)O)OC ((5-hydroxy-7-methoxy-4-oxoquinazolin-3(4H)-yl)methyl pivalate). The yield is 41.1%. Reaction SMILES: [H-].[Na+].[CH3:3][O:4][C:5]1[CH:6]=[C:7]([OH:16])[C:8]2[C:9]([OH:15])=[N:10][CH:11]=[N:12][C:13]=2[CH:14]=1.[C:17]([O:23][CH2:24]Cl)(=[O:22])[C:18]([CH3:21])([CH3:20])[CH3:19]>CN(C)C=O>[C:17]([O:23][CH2:24][N:10]1[C:9](=[O:15])[C:8]2[C:13](=[CH:14][C:5]([O:4][CH3:3])=[CH:6][C:7]=2[OH:16])[N:12]=[CH:11]1)(=[O:22])[C:18]([CH3:21])([CH3:20])[CH3:19] |f:0.1|. Procedure details: Sodium hydride (60 mg, 1.49 mmol) was added portionwise over 5 minutes to 7-methoxyquinazoline-4,5-diol (260 mg, 1.35 mmol) in dimethylformamide (2 ml) at 0° C. Chloromethyl pivalate (200 μl, 1.36 mmol) was added dropwise over 15 minutes to give a clear orange solution. The reaction mixture was allowed to warm to ambient temperature and stirred for a further 18 hours. Incomplete reaction was seen by tlc, therefore the reaction was cooled to 0° C. and sodium hydride (10 mg, 0.25 mmol) was added f... The reactants are ClC1=C(C=C2C(=C(C(OC2=C1)=O)CC(=O)NC1=C(C=C(C=C1)F)C(F)(F)F)C=1C=C(C=CC1)/C=C/C(=O)O)C ((2E)-3-{3-[7-chloro-3-(2-{[4-fluoro-2-(trifluoromethyl)phenyl]amino}-2-oxoethyl)-6-methyl-2-oxo-2H-chromen-4-yl]phenyl}acrylic acid), OCC(N)(CO)CO (tris(hydroxymethyl)methylamine), C(C)O (ethanol). Run in C(C)#N (Acetonitrile), C(C)#N (acetonitrile). Reaction conditions: temperature 70 celsius. The product is OCC(N)(CO)CO.ClC1=C(C=C2C(=C(C(OC2=C1)=O)CC(=O)NC1=C(C=C(C=C1)F)C(F)(F)F)C=1C=C(C=CC1)/C=C/C(=O)O)C ((2E)-3-{3-[7-Chloro-3-(2-{[4-fluoro-2-(trifluoromethyl)phenyl]amino}-2-oxoethyl)-6-methyl-2-oxo-2H-chromen-4-yl]phenyl}acrylic acid tris(hydroxymethyl)methylamine salt). The yield is 86.3%. RXN SMILES: [Cl:1][C:2]1[CH:11]=[C:10]2[C:5]([C:6]([C:28]3[CH:29]=[C:30](/[CH:34]=[CH:35]/[C:36]([OH:38])=[O:37])[CH:31]=[CH:32][CH:33]=3)=[C:7]([CH2:13][C:14]([NH:16][C:17]3[CH:22]=[CH:21][C:20]([F:23])=[CH:19][C:18]=3[C:24]([F:27])([F:26])[F:25])=[O:15])[C:8](=[O:12])[O:9]2)=[CH:4][C:3]=1[CH3:39].[OH:40][CH2:41][C:42]([CH2:46][OH:47])([CH2:44][OH:45])[NH2:43].C(O)C>C(#N)C>[OH:40][CH2:41][C:42]([CH2:46][OH:47])([CH2:44][OH:45])[NH2:43].[Cl:1][C:2]1[CH:11]=[C:10]2[C:5]([C:6]([C:28]3[CH:29]=[C:30](/[CH:34]=[CH:35]/[C:36]([OH:38])=[O:37])[CH:31]=[CH:32][CH:33]=3)=[C:7]([CH2:13][C:14]([NH:16][C:17]3[CH:22]=[CH:21][C:20]([F:23])=[CH:19][C:18]=3[C:24]([F:25])([F:27])[F:26])=[O:15])[C:8](=[O:12])[O:9]2)=[CH:4][C:3]=1[CH3:39] |f:4.5|. Procedure details: A mixture of (2E)-3-{3-[7-chloro-3-(2-{[4-fluoro-2-(trifluoromethyl)phenyl]amino}-2-oxoethyl)-6-methyl-2-oxo-2H-chromen-4-yl]phenyl}acrylic acid (10.0 g), tris(hydroxymethyl)methylamine (2.2 g), ethanol (70 ml) and acetonitrile (100 ml) was heated and stirred at 70° C. to dissolve the mixture. Acetonitrile (200 ml) was slowly added to the reaction mixture, and the mixture was stirred at 70° C. for 3 hours, gradually cooled to room temperature, and then stirred at room temperature overnight. Crys... Reactants: Cc1oc(-c2ccc(Br)cc2)nc1CCN1CCCC1C, CC(=O)c1ccccc1B(O)O. Yields the product CC(=O)c1ccccc1-c1ccc(-c2nc(CCN3CCCC3C)c(C)o2)cc1. As a reaction SMILES: [Br:13][c:14]1[cH:15][cH:16][c:17](-[c:20]2[o:21][c:22]([CH3:33])[c:23]([CH2:25][CH2:26][N:27]3[CH:28]([CH3:32])[CH2:29][CH2:30][CH2:31]3)[n:24]2)[cH:18][cH:19]1.[C:1]([CH3:2])(=[O:3])[c:4]1[c:5]([B:10]([OH:11])[OH:12])[cH:6][cH:7][cH:8][cH:9]1>>[C:1]([CH3:2])(=[O:3])[c:4]1[c:5](-[c:14]2[cH:15][cH:16][c:17](-[c:20]3[o:21][c:22]([CH3:33])[c:23]([CH2:25][CH2:26][N:27]4[CH:28]([CH3:32])[CH2:29][CH2:30][CH2:31]4)[n:24]3)[cH:18][cH:19]2)[cH:6][cH:7][cH:8][cH:9]1.